The task is: describe an organic reaction: reactants, conditions, products, and yield. This data is from the Open Reaction Database (ORD), a public repository of structured organic reaction records. The reactants are COC([C@@H]([C@@H](C=1SC=CN1)OCC1=CC=C(C=C1)C)NS(=O)(=O)C1=CC=C(C=C1)C1=CC=C(C=C1)OC)=O ((2R,3S)-2-(4′-Methoxy-biphenyl-4-sulfonylamino)-3-(4-methyl-benzyloxy)-3-thiazol-2-yl-propionic acid methyl ester), C(=O)([O-])[O-].[Na+].[Na+] (Na2CO3), COC([C@@H]([C@@H](C=1SC=CN1)OCC1=CC=C(C=C1)C)NS(=O)(=O)C1=CC=C(C=C1)Br)=O ((2R,3S)-2-(4-bromo-benzenesulfonylamino)-3-(4-methyl-benzyloxy)-3-thiazol-2-yl-propionic acid methyl ester), COC1=CC=C(C=C1)B(O)O (4-methoxyphenylboronic acid). The reagents and catalysts are C=1C=CC(=CC1)[P](C=2C=CC=CC2)(C=3C=CC=CC3)[Pd]([P](C=4C=CC=CC4)(C=5C=CC=CC5)C=6C=CC=CC6)([P](C=7C=CC=CC7)(C=8C=CC=CC8)C=9C=CC=CC9)[P](C=1C=CC=CC1)(C=1C=CC=CC1)C=1C=CC=CC1 (Pd(PPh3)4). Run in C1=CC=CC=C1 (benzene), O (water), CCO (EtOH), O (water). Yields the product COC1=CC=C(C=C1)C1=CC=C(C=C1)S(=O)(=O)N[C@@H](C(=O)O)[C@@H](C=1SC=CN1)OCC1=CC=C(C=C1)C ((2R,3S)-2-(4′ -Methoxy-biphenyl-4-sulfonylamino)-3-(4-methyl-benzyloxy)-3-thiazol-2-yl-propionic Acid). As a reaction SMILES: C[O:2][C:3](=[O:38])[C@H:4]([NH:20][S:21]([C:24]1[CH:29]=[CH:28][C:27]([C:30]2[CH:35]=[CH:34][C:33]([O:36][CH3:37])=[CH:32][CH:31]=2)=[CH:26][CH:25]=1)(=[O:23])=[O:22])[C@H:5]([O:11][CH2:12][C:13]1[CH:18]=[CH:17][C:16]([CH3:19])=[CH:15][CH:14]=1)[C:6]1[S:7][CH:8]=[CH:9][N:10]=1.COC(=O)[C@H](NS(C1C=CC(Br)=CC=1)(=O)=O)[C@H](OCC1C=CC(C)=CC=1)C1SC=CN=1.COC1C=CC(B(O)O)=CC=1.C([O-])([O-])=O.[Na+].[Na+]>C1C=CC=CC=1.C1C=CC([P]([Pd]([P](C2C=CC=CC=2)(C2C=CC=CC=2)C2C=CC=CC=2)([P](C2C=CC=CC=2)(C2C=CC=CC=2)C2C=CC=CC=2)[P](C2C=CC=CC=2)(C2C=CC=CC=2)C2C=CC=CC=2)(C2C=CC=CC=2)C2C=CC=CC=2)=CC=1.O.CCO>[CH3:37][O:36][C:33]1[CH:32]=[CH:31][C:30]([C:27]2[CH:26]=[CH:25][C:24]([S:21]([NH:20][C@H:4]([C@H:5]([O:11][CH2:12][C:13]3[CH:14]=[CH:15][C:16]([CH3:19])=[CH:17][CH:18]=3)[C:6]3[S:7][CH:8]=[CH:9][N:10]=3)[C:3]([OH:38])=[O:2])(=[O:23])=[O:22])=[CH:29][CH:28]=2)=[CH:35][CH:34]=1 |f:3.4.5,^1:96,98,117,136|. Procedure details: (2R,3S)-2-(4′-Methoxy-biphenyl-4-sulfonylamino)-3-(4-methyl-benzyloxy)-3-thiazol-2-yl-propionic acid methyl ester. The (2R,3S)-2-(4-bromo-benzenesulfonylamino)-3-(4-methyl-benzyloxy)-3-thiazol-2-yl-propionic acid methyl ester 1e (590 mg, 1.12 mmol) and 4-methoxyphenylboronic acid (260 mg, 1.68 mmol) are taken up in 10 mL of benzene, 1.5 mL of EtOH and 1.5 mL of water in the presence of Pd(PPh3)4 (40 mg, 0.03 mmol) and 237 mg of Na2CO3 and brought to reflux for 18 hours. The mixture is cooled to ...